From a dataset of the Open Reaction Database (ORD), a public repository of structured organic reaction records. describe an organic reaction: reactants, conditions, products, and yield Starting materials: C([C@H](O)C)(=O)OCC(C)C (isobutyl (R)-lactate), O1CCCC=C1 (3,4-dihydro-2H-pyran), Cl (hydrogen chloride). Reagents/catalysts: [Ag]=O (Silver oxide). Run in [Cl-].[Ca+2].[Cl-] (calcium chloride), CN(C=O)C (dimethylformamide). Reaction conditions: time 2 hour. Product: O1C(CCCC1)O[C@@H](C(=O)OCC(C)C)C (isobutyl 2-O-tetrahydropyranyl-(R)-lactate). Isolated yield 89.0%. Reaction SMILES: [C:1]([O:6][CH2:7][CH:8]([CH3:10])[CH3:9])(=[O:5])[C@@H:2]([CH3:4])[OH:3].[O:11]1[CH:16]=[CH:15][CH2:14][CH2:13][CH2:12]1.Cl>CN(C)C=O.[Cl-].[Ca+2].[Cl-].[Ag]=O>[O:11]1[CH2:16][CH2:15][CH2:14][CH2:13][CH:12]1[O:3][C@H:2]([CH3:4])[C:1]([O:6][CH2:7][CH:8]([CH3:10])[CH3:9])=[O:5] |f:4.5.6|. Procedure: A mixture of isobutyl (R)-lactate (73 g, 0.5 mol, Merck) and 3,4-dihydro-2H-pyran (70 g, 0.83 mol, Merck) was treated with 5M hydrogen chloride in dimethylformamide (4 ml) and set aside at ambient temperature overnight in calcium chloride protected 250 ml round-bottom flask. Silver oxide (15 g) was added, the mixture stirred magnetically for 2 hours and then filtered. The product was isolated by distillation (13 Pa, b.p. 94∝96° C.) to provide isobutyl 2-O-tetrahydropyranyl-(R)-lactate (102.5 g, ... Reactants: CC(=O)O, CCOC(=O)c1cn2c3c(c(F)c(F)cc3c1=O)CCN2. Yields the product CCOC(=O)c1cn2c3c(c(F)c(F)cc3c1=O)CCN2CO. Reaction SMILES: [CH3:22][C:23]([OH:24])=[O:25].[F:1][c:2]1[c:3]2[c:8]3[n:7]([cH:15][c:14]([C:16](=[O:17])[O:18][CH2:19][CH3:20])[c:13](=[O:21])[c:9]3[cH:10][c:11]1[F:12])[NH:6][CH2:5][CH2:4]2>>[F:1][c:2]1[c:3]2[c:8]3[n:7]([cH:15][c:14]([C:16](=[O:17])[O:18][CH2:19][CH3:20])[c:13](=[O:21])[c:9]3[cH:10][c:11]1[F:12])[N:6]([CH2:23][OH:24])[CH2:5][CH2:4]2. Reactants: C(C1=CC=CC=C1)O[C@@H]1[C@@]2(CO[C@]([C@@H]([C@H]1OCC1=CC=CC=C1)OCC1=CC=CC=C1)(O2)C2=CC(=C(C=C2)Cl)CC2=C(C(=C(C=C2)OC)F)F)CO ([(1S,2S,3S,4R,5S)-2,3,4-tribenzyloxy-5-[4-chloro-3-[(2,3-difluoro-4-methoxy-phenyl)methyl]phenyl]-6,8-dioxabicyclo[3.2.1]octan-1-yl]methanol), ClC1=C(C=CC=C1)Cl (o-dichlorobenzene). Reagents/catalysts: [Pd] (Palladium/carbon). The solvent is mixed solution. Conditions: time 3 hour. Product: ClC1=C(C=C(C=C1)[C@]12[C@@H]([C@H]([C@@H]([C@](CO1)(O2)CO)O)O)O)CC2=C(C(=C(C=C2)OC)F)F ((1S,2S,3S,4R,5S)-5-[4-chloro-3-[(2,3-difluoro-4-methoxy-phenyl)methyl]phenyl]-1-(hydroxymethyl)-6,8-dioxabicyclo[3.2.1]octane-2,3,4-triol). The yield is 95.3%. As a reaction SMILES: C([O:8][C@H:9]1[C@H:15]([O:16]CC2C=CC=CC=2)[C@@H:14]([O:24]CC2C=CC=CC=2)[C@:13]2([C:33]3[CH:38]=[CH:37][C:36]([Cl:39])=[C:35]([CH2:40][C:41]4[CH:46]=[CH:45][C:44]([O:47][CH3:48])=[C:43]([F:49])[C:42]=4[F:50])[CH:34]=3)[O:32][C@@:10]1([CH2:51][OH:52])[CH2:11][O:12]2)C1C=CC=CC=1.ClC1C=CC=CC=1Cl>[Pd]>[Cl:39][C:36]1[CH:37]=[CH:38][C:33]([C@@:13]23[O:32][C@@:10]([CH2:51][OH:52])([CH2:11][O:12]2)[C@@H:9]([OH:8])[C@H:15]([OH:16])[C@H:14]3[OH:24])=[CH:34][C:35]=1[CH2:40][C:41]1[CH:46]=[CH:45][C:44]([O:47][CH3:48])=[C:43]([F:49])[C:42]=1[F:50]. Procedure details: [(1S,2S,3S,4R,5S)-2,3,4-tribenzyloxy-5-[4-chloro-3-[(2,3-difluoro-4-methoxy-phenyl)methyl]phenyl]-6,8-dioxabicyclo[3.2.1]octan-1-yl]methanol 2p (350 mg, 0.48 mmol) was dissolved in 10 mL of mixed solution (THF and MeOH, v:v=1:1), followed by addition of o-dichlorobenzene (0.55 mL, 4.8 mmol) and Palladium/carbon (300 mg, 10%) in turn. The mixture was exchanged with H2 three times and stirred for 3 hours, filtered with silica gel and the filtrate was concentrated under reduced pressure and the res... Reactants: C1(=CC=CC=C1)O (phenol), S(O)(O)(=O)=O (sulfuric acid). The product is C1=CC=C(C(=C1)O)S(=O)(=O)C2=CC=C(C=C2)O (2,4′-dihydroxydiphenylsulfone). RXN SMILES: [C:1]1([OH:7])[CH:6]=[CH:5][CH:4]=[CH:3][CH:2]=1.[S:8](=[O:12])(=O)(O)[OH:9]>>[CH:5]1[CH:6]=[C:1]([OH:7])[C:2]([S:8]([C:4]2[CH:5]=[CH:6][C:1]([OH:7])=[CH:2][CH:3]=2)(=[O:12])=[O:9])=[CH:3][CH:4]=1. Procedure: The mixture containing 4,4′-dihydroxydiphenylsulfone, 2,4′-dihydroxydiphenylsulfone, phenolsulfonic acid and phenol which is obtained by adding phenol and sulfuric acid to the filtrate formed by filtration of 2,4′-dihydroxydiphenylsulfone, followed by the dehydration of the resultant mixture, can be treated in the same manner as that in the treatments of the mixture containing 4,4′-dihydroxydiphenylsulfone, 2,4′-dihydroxydiphenylsulfone, phenolsulfonic acid and phenol which is obtained by the de... Starting materials: Cc1ccc2c(c1)C(O)=C(C(=O)Nc1ncc(C)s1)N(C)S2(=O)=O, COc1ccc2c(c1)C(=O)NS2(=O)=O, COC(=O)CCl, [Na+], [OH-]. The product is COC(=O)C1=C(O)c2cc(OC)ccc2S(=O)(=O)N1. Reaction SMILES: [CH3:15][N:16]1[C:17]([C:18]([NH:19][c:20]2[s:21][c:22]([CH3:23])[cH:24][n:25]2)=[O:26])=[C:27]([OH:28])[c:29]2[cH:30][c:31]([CH3:32])[cH:33][cH:34][c:35]2[S:36]1(=[O:37])=[O:38].[CH3:1][O:2][c:3]1[cH:4][cH:5][c:6]2[c:7]([cH:14]1)[C:8](=[O:13])[NH:9][S:10]2(=[O:11])=[O:12].[Cl:41][CH2:42][C:43](=[O:44])[O:45][CH3:46].[Na+:40].[OH-:39]>>[CH3:1][O:2][c:3]1[cH:4][cH:5][c:6]2[c:7]([cH:14]1)[C:8]([OH:13])=[C:42]([C:43](=[O:44])[O:45][CH3:46])[NH:9][S:10]2(=[O:11])=[O:12]. The reactants are ClC=1C=C(C=CC1)C1CCC=2NC(=CC21)C(=O)OC (methyl 4-(3-chlorophenyl)-1,4,5,6-tetrahydrocyclopenta[b]pyrrole-2-carboxylate), [OH-].[Li+] (lithium hydroxide), C1CCOC1 (THF). Run in CO (methanol). The product is ClC=1C=C(C=CC1)C1CCC=2NC(=CC21)C(=O)O (4-(3-chlorophenyl)-1,4,5,6-tetrahydrocyclopenta[b]pyrrole-2-carboxylic acid). Reaction SMILES: [Cl:1][C:2]1[CH:3]=[C:4]([CH:8]2[C:15]3[CH:14]=[C:13]([C:16]([O:18]C)=[O:17])[NH:12][C:11]=3[CH2:10][CH2:9]2)[CH:5]=[CH:6][CH:7]=1.[OH-].[Li+].C1COCC1>CO>[Cl:1][C:2]1[CH:3]=[C:4]([CH:8]2[C:15]3[CH:14]=[C:13]([C:16]([OH:18])=[O:17])[NH:12][C:11]=3[CH2:10][CH2:9]2)[CH:5]=[CH:6][CH:7]=1 |f:1.2|. Reported procedure: The title compound was synthesized from methyl 4-(3-chlorophenyl)-1,4,5,6-tetrahydrocyclopenta[b]pyrrole-2-carboxylate (0.179 g, 0.65 mmol) and lithium hydroxide (0.272 g, 6.5 mmol), according to General Procedure 7. A 1:1 mixture of THF and methanol (4 mL) was used. The resulting product was purified by reverse phase HPLC, eluting with a gradient of 40-100% MeOH: water (with 0.1% formic acid) to afford the title compound. 0.124 g. 1H NMR (400 MHz, METHANOL-d4) δ ppm 2.19 (ddt, J=12.73, 8.52, 6.... Starting materials: C([O-])([O-])=O.[K+].[K+] (potassium carbonate), CC1=C(C(=O)C2=C(C1=O)N3C[C@H]4[C@@H]([C@@]3([C@@H]2COC(=O)N)OC)N4)OC (mitomycin A). Product: N1CCC2=CC=CC=C12 (indoline). RXN SMILES: C(=O)([O-])[O-].[K+].[K+].C[C:8]1[C:14](=O)[C:13]2[N:16]3[C@@:20](OC)([C@H:21](COC(N)=O)[C:12]=2[C:10](=O)[C:9]=1OC)[C@H]1N[C@H]1C3>>[NH:16]1[C:13]2[C:12](=[CH:10][CH:9]=[CH:8][CH:14]=2)[CH2:21][CH2:20]1 |f:0.1.2|. Procedure details: This compound was prepared by the procedure described in Example 1, except that the potassium carbonate was omitted. From 100 mg. of mitomycin A and 69 mg. of indoline was obtained 45 mg. (36% yield) of the desired product having a melting point of 127°-135° C. (decomposition) and providing the following analysis: Reactants: ice, COC=1C=C2CC(C2=CC1)C#N (3-methoxybicyclo[4.2.0]octa-1,3,5-triene-7-carbonitrile), solution, B(Br)(Br)Br (boron tribromide). Run in ClCCl (dichloromethane), ClCCl (dichloromethane). Run at time 8 hour. Product: OC=1C=C2CC(C2=CC1)C#N (3-Hydroxybicyclo[4.2.0]octa-1,3,5-triene-7-carbonitrile). RXN SMILES: C[O:2][C:3]1[CH:4]=[C:5]2[C:8](=[CH:9][CH:10]=1)[CH:7]([C:11]#[N:12])[CH2:6]2.B(Br)(Br)Br>ClCCl>[OH:2][C:3]1[CH:4]=[C:5]2[C:8](=[CH:9][CH:10]=1)[CH:7]([C:11]#[N:12])[CH2:6]2. Reported procedure: 68.7 g (431.6 mmol) of 3-methoxybicyclo[4.2.0]octa-1,3,5-triene-7-carbonitrile dissolved in 1500 mL of dichloromethane are brought to 0° C. There are then added, dropwise, over 1 hour 15 minutes, 863 mL of a 1M solution of boron tribromide in dichloromethane (863 mmol/2 eq.). The mixture is then allowed to come back up to ambient temperature overnight. The mixture is brought back to about 0° C. and is poured onto 1 kg of ice. Stirring is carried out for 30 minutes at ambient temperature, the pha... Reactants: C1CCOC1, C[Si](C)(C)[N-][Si](C)(C)C, CC(=O)O, FC(F)c1nc2ccccc2n1-c1nc(Cl)nc(N2CCOCC2)n1, Nc1cnc2ccccc2c1, [Na+], O. Product: FC(F)c1nc2ccccc2n1-c1nc(Nc2cnc3ccccc3c2)nc(N2CCOCC2)n1. Reaction SMILES: [CH2:51]1[O:52][CH2:53][CH2:54][CH2:55]1.[CH3:13][Si:14]([N-:15][Si:16]([CH3:17])([CH3:18])[CH3:19])([CH3:20])[CH3:21].[CH3:47][C:48](=[O:49])[OH:50].[Cl:22][c:23]1[n:24][c:25](-[n:35]2[c:36]([CH:44]([F:45])[F:46])[n:37][c:38]3[c:39]2[cH:40][cH:41][cH:42][cH:43]3)[n:26][c:27]([N:29]2[CH2:30][CH2:31][O:32][CH2:33][CH2:34]2)[n:28]1.[NH2:1][c:2]1[cH:3][n:4][c:5]2[cH:6][cH:7][cH:8][cH:9][c:10]2[cH:11]1.[Na+:12].[OH2:56]>>[NH:1]([c:2]1[cH:3][n:4][c:5]2[cH:6][cH:7][cH:8][cH:9][c:10]2[cH:11]1)[c:23]1[n:24][c:25](-[n:35]2[c:36]([CH:44]([F:45])[F:46])[n:37][c:38]3[c:39]2[cH:40][cH:41][cH:42][cH:43]3)[n:26][c:27]([N:29]2[CH2:30][CH2:31][O:32][CH2:33][CH2:34]2)[n:28]1. Starting materials: CO, [Cl-], O=C(O)C=Cc1cccc(Cl)c1Cl, [Mg], [NH4+]. Yields the product O=C(O)CCc1cccc(Cl)c1Cl. As a reaction SMILES: [CH3:17][OH:18].[Cl-:15].[Cl:1][c:2]1[c:3]([CH:4]=[CH:5][C:6](=[O:7])[OH:8])[cH:9][cH:10][cH:11][c:12]1[Cl:13].[Mg:14].[NH4+:16]>>[Cl:1][c:2]1[c:3]([CH2:4][CH2:5][C:6](=[O:7])[OH:8])[cH:9][cH:10][cH:11][c:12]1[Cl:13].